This data is from the Open Reaction Database (ORD), a public repository of structured organic reaction records. The task is: describe an organic reaction: reactants, conditions, products, and yield Solvent: C(C)O (ethyl alcohol), C(C)(=O)OCC (ethyl acetate). Yields the product N1N=NC2=C1C=CC(=C2)\C(=C(/CC)\C2=CC=CC=C2)\C2=CC=C(C=C2)/C=C/C(=O)OCC ((E)-Ethyl 3-(4-((E)-1-(1H-benzo[d][1,2,3]triazol-5-yl)-2-phenylbut-1-en-1-yl)phenyl)acrylate). Conditions: temperature 70 celsius. As a reaction SMILES: Cl.[C:2]1(/[C:8](/[CH2:38][CH3:39])=[C:9](\[C:25]2[CH:30]=[CH:29][C:28](/[CH:31]=[CH:32]/[C:33]([O:35][CH2:36][CH3:37])=[O:34])=[CH:27][CH:26]=2)/[C:10]2[CH:24]=[CH:23][C:13]3[N:14](C4CCCCO4)[N:15]=[N:16][C:12]=3[CH:11]=2)[CH:7]=[CH:6][CH:5]=[CH:4][CH:3]=1>C(O)C.C(OCC)(=O)C>[NH:14]1[C:13]2[CH:23]=[CH:24][C:10](/[C:9](/[C:25]3[CH:26]=[CH:27][C:28](/[CH:31]=[CH:32]/[C:33]([O:35][CH2:36][CH3:37])=[O:34])=[CH:29][CH:30]=3)=[C:8](/[C:2]3[CH:7]=[CH:6][CH:5]=[CH:4][CH:3]=3)\[CH2:38][CH3:39])=[CH:11][C:12]=2[N:16]=[N:15]1. Procedure details: Hydrochloric acid (2.7 mL, 2M in diethyl ether) was added to a solution of (E)-ethyl 3-(4-((E)-2-phenyl-1-(1-(tetrahydro-2H-pyran-2-yl)-1H-benzo[d][1,2,3]triazol-5-yl)but-1-en-1-yl)phenyl)acrylate (0.28 g, 0.55 mmol) in ethyl alcohol (27 mL) at room temperature, and the resulting mixture was heated at 70° C. for 2 h. The reaction was monitored by TLC. Upon completion, the mixture was cooled down to room temperature and concentrated to give a pale yellow solid. This solid was dissolved in ethyl a... Reactants: Cl (Hydrochloric acid), C1(=CC=CC=C1)/C(=C(/C1=CC2=C(N(N=N2)C2OCCCC2)C=C1)\C1=CC=C(C=C1)/C=C/C(=O)OCC)/CC ((E)-ethyl 3-(4-((E)-2-phenyl-1-(1-(tetrahydro-2H-pyran-2-yl)-1H-benzo[d][1,2,3]triazol-5-yl)but-1-en-1-yl)phenyl)acrylate). Reactants: BrC=1C=2C3=C(C(NC2C=CC1OC)=O)SC=C3 (9-bromo-8-methoxythieno[2,3-c]quinolin-4(5H)-one), CS(=O)(=O)NC1=CC=C(C=C1)B(O)O (4-(methylsulfonamido)phenylboronic acid). Yields the product COC1=C(C=2C3=C(C(NC2C=C1)=O)SC=C3)C3=CC=C(C=C3)NS(=O)(=O)C (N-[4-(8-Methoxy-4-oxo-4,5-dihydrothieno[2,3-c]quinolin-9-yl)phenyl]methanesulfonamide). Isolated yield 99.9%. RXN SMILES: Br[C:2]1[C:3]2[C:4]3[CH:17]=[CH:16][S:15][C:5]=3[C:6](=[O:14])[NH:7][C:8]=2[CH:9]=[CH:10][C:11]=1[O:12][CH3:13].[CH3:18][S:19]([NH:22][C:23]1[CH:28]=[CH:27][C:26](B(O)O)=[CH:25][CH:24]=1)(=[O:21])=[O:20]>>[CH3:13][O:12][C:11]1[CH:10]=[CH:9][C:8]2[NH:7][C:6](=[O:14])[C:5]3[S:15][CH:16]=[CH:17][C:4]=3[C:3]=2[C:2]=1[C:26]1[CH:25]=[CH:24][C:23]([NH:22][S:19]([CH3:18])(=[O:20])=[O:21])=[CH:28][CH:27]=1. Reported procedure: Following Step 1 from General Procedure B, 9-bromo-8-methoxythieno[2,3-c]quinolin-4(5H)-one (50 mg, 0.10 mmol) was reacted with 4-(methylsulfonamido)phenylboronic acid (52 mg, 0.24 mmol) to afford the desired product (40 mg, 62%) as a brown solid: ESI MS m/z 400 [C19H16N2O4S2+H]+.